This data is from the Open Reaction Database (ORD), a public repository of structured organic reaction records. The task is: describe an organic reaction: reactants, conditions, products, and yield The reactants are CNC (dimethylamine), C(\C=C/C(=O)O)(=O)O.NCC(=O)NC(CC1=CC=CC=C1)(C(F)(F)F)C1=CC=CC=C1 (2-amino-N-[1,2-diphenyl-1-(trifluoromethyl)ethyl]acetamide maleate), C(\C=C/C(=O)O)(=O)O (maleic acid). The solvent is CO (methanol). Reaction conditions: time 48 hour. The product is C(\C=C/C(=O)O)(=O)O.CN(CC(=O)NC(CC1=CC=CC=C1)(C(F)(F)F)C1=CC=CC=C1)C (2-(dimethylamino)-N-[1,2-diphenyl-1-(trifluoromethyl)ethyl]acetamide maleate). Isolated yield 64.5%. Reaction SMILES: [CH3:1][NH:2][CH3:3].[C:4]([OH:11])(=[O:10])/[CH:5]=[CH:6]\[C:7]([OH:9])=[O:8].NC[C:14]([NH:16][C:17]([C:29]1[CH:34]=[CH:33][CH:32]=[CH:31][CH:30]=1)([C:25]([F:28])([F:27])[F:26])[CH2:18][C:19]1[CH:24]=[CH:23][CH:22]=[CH:21][CH:20]=1)=[O:15].[C:35](O)(=O)/C=C\C(O)=O>CO>[C:4]([OH:11])(=[O:10])/[CH:5]=[CH:6]\[C:7]([OH:9])=[O:8].[CH3:1][N:2]([CH3:35])[CH2:3][C:14]([NH:16][C:17]([C:29]1[CH:34]=[CH:33][CH:32]=[CH:31][CH:30]=1)([C:25]([F:28])([F:27])[F:26])[CH2:18][C:19]1[CH:24]=[CH:23][CH:22]=[CH:21][CH:20]=1)=[O:15] |f:1.2,5.6|. Procedure details: To a stirred solution of dimethylamine (25 ml, 0.38 mol) in 150 ml of methanol at 0° C. under nitrogen, was added 2-chloro-N-[1,2-diphenyl-1-(trifluoromethyl)ethyl]acetamide (from Example 1) (7.0 g, 0.020 mol). The mixture was allowed to slowly warm to ambient temperature and stirred for 48 hours. The solvent was evaporated and the residue was dissolved in 150 ml of chloroform and 150 ml of water. The aqueous solution was basified to a pH of 10 with 50% NaOH. The phases were separated, the aqueo... Reactants: C([O-])([O-])=O.[K+].[K+] (potassium carbonate), COC(C1=CC(C(=O)OC)=CC(=C1)OC1=CC=C(C=C1)C#C[Si](C)(C)C)=O (dimethyl-5-(4-trimethylsilylethynylphenoxy)-isophthalate). Run in CO (methanol), O1CCOCC1 (dioxane), O (water). Run at time 2 hour. Product: COC(C1=CC(C(=O)OC)=CC(=C1)OC1=CC=C(C=C1)C#C)=O (dimethyl-5-(4-ethynylphenoxy)isophthalate). Yield: 74.0%. RXN SMILES: C(=O)([O-])[O-].[K+].[K+].[CH3:7][O:8][C:9](=[O:33])[C:10]1[CH:19]=[C:18]([O:20][C:21]2[CH:26]=[CH:25][C:24]([C:27]#[C:28][Si](C)(C)C)=[CH:23][CH:22]=2)[CH:17]=[C:12]([C:13]([O:15][CH3:16])=[O:14])[CH:11]=1>CO.O1CCOCC1.O>[CH3:7][O:8][C:9](=[O:33])[C:10]1[CH:19]=[C:18]([O:20][C:21]2[CH:22]=[CH:23][C:24]([C:27]#[CH:28])=[CH:25][CH:26]=2)[CH:17]=[C:12]([C:13]([O:15][CH3:16])=[O:14])[CH:11]=1 |f:0.1.2|. Procedure details: Powdered potassium carbonate (3.0 g) was added to a solution of dimethyl-5-(4-trimethylsilylethynylphenoxy)-isophthalate (5.0 g) in a mixture of methanol (80 ml) and dioxane (20 ml). A crystalline precipitate gradually formed upon stirring at ambient temperature for two hours. The reaction mixture was diluted with water (100 ml) and filtered to yield dimethyl-5-(4-ethynylphenoxy)isophthalate as a tan crystalline solid (3.0 g), m.p. 124'-125° C. Calculated for C18H14O5 : C, 69.68%; H, 4.55%. Foun... Reactants: CC(C)(C)n1nc(C2CC(OC(=O)NCC3CCCCC3)C2)cc1NC(=O)CCn1cccn1, O=C(O)C(F)(F)F. Yields the product O=C(CCn1cccn1)Nc1cc(C2CC(OC(=O)NCC3CCCCC3)C2)n[nH]1. Reaction SMILES: [C:1]([CH3:2])([CH3:3])([CH3:4])[n:5]1[n:6][c:7]([CH:20]2[CH2:21][CH:22]([O:24][C:25]([NH:26][CH2:27][CH:28]3[CH2:29][CH2:30][CH2:31][CH2:32][CH2:33]3)=[O:34])[CH2:23]2)[cH:8][c:9]1[NH:10][C:11]([CH2:12][CH2:13][n:14]1[n:15][cH:16][cH:17][cH:18]1)=[O:19].[F:35][C:36]([F:37])([F:38])[C:39]([OH:40])=[O:41]>>[nH:5]1[n:6][c:7]([CH:20]2[CH2:21][CH:22]([O:24][C:25]([NH:26][CH2:27][CH:28]3[CH2:29][CH2:30][CH2:31][CH2:32][CH2:33]3)=[O:34])[CH2:23]2)[cH:8][c:9]1[NH:10][C:11]([CH2:12][CH2:13][n:14]1[n:15][cH:16][cH:17][cH:18]1)=[O:19]. Starting materials: BrC=1C=C(C=CC1)O (3-Bromophenol), O (H2O), Cl.ClCCN(C)C ((2-chloro-ethyl)-dimethylamine hydrochloride), C(=O)([O-])[O-].[Cs+].[Cs+] (Cs2CO3). Solvent: CN(C)C=O (DMF). Yields the product BrC=1C=C(OCCN(C)C)C=CC1 ([2-(3-Bromo-phenoxy)-ethyl]-dimethyl-amine). As a reaction SMILES: [Br:1][C:2]1[CH:3]=[C:4]([OH:8])[CH:5]=[CH:6][CH:7]=1.Cl.Cl[CH2:11][CH2:12][N:13]([CH3:15])[CH3:14].C([O-])([O-])=O.[Cs+].[Cs+].O>CN(C=O)C>[Br:1][C:2]1[CH:3]=[C:4]([CH:5]=[CH:6][CH:7]=1)[O:8][CH2:11][CH2:12][N:13]([CH3:15])[CH3:14] |f:1.2,3.4.5|. Procedure details: 3-Bromophenol (0.870 g, 5.00 mmol), (2-chloro-ethyl)-dimethylamine hydrochloride (0.792 g, 5.50 mmol) and Cs2CO3 (8 g, 25 mmol) were combined in DMF (20 mL) and the mixture was heated at reflux over night. H2O (20 mL) was added and the mixture was extracted with EtOAc, then washed with 2N NaOH and brine. The organic layers were combined, dried over Na2SO and concentrated to a brown oil which was then purified by flash chromatography (eluent: 20% EtOAc in hexanes). Starting materials: CC(C)([O-])C.[K+] (potassium t-butoxide), C(CCC)N1C(NC(=C1)CCCC)=O (1,4-dibutylimidazol-2-one), BrC1=NC=C(C=C1)CBr (2-bromo-5-bromomethylpyridine), [I-].[Na+] (sodium iodide). The solvent is C1CCOC1 (THF), CN(C)C=O (DMF). Conditions: temperature 0 celsius, time 10 minute. Product: C(CCC)N1C(N(C(=C1)CCCC)CC=1C=NC(=CC1)Br)=O (1,4-dibutyl-1,3-dihydro-3-[(6-bromo-3-pyridinyl)methyl]-2H-imdazol-2-one). Isolated yield 72.1%. RXN SMILES: CC(C)([O-])C.[K+].[CH2:7]([N:11]1[CH:15]=[C:14]([CH2:16][CH2:17][CH2:18][CH3:19])[NH:13][C:12]1=[O:20])[CH2:8][CH2:9][CH3:10].[Br:21][C:22]1[CH:27]=[CH:26][C:25]([CH2:28]Br)=[CH:24][N:23]=1.[I-].[Na+]>C1COCC1.CN(C=O)C>[CH2:7]([N:11]1[CH:15]=[C:14]([CH2:16][CH2:17][CH2:18][CH3:19])[N:13]([CH2:28][C:25]2[CH:24]=[N:23][C:22]([Br:21])=[CH:27][CH:26]=2)[C:12]1=[O:20])[CH2:8][CH2:9][CH3:10] |f:0.1,4.5|. Procedure details: Under nitrogen, 138 mL (138 mmol) of 1.0M potassium t-butoxide in THF was added to a stirred solution of 24.5 g (125 mmol) of 1,4-dibutylimidazol-2-one from step 2A in 370 mL of DMF at -30° C. at such a rate to maintain the solution temperature below -20° C. After 10 min, 50 g [138 mmol (69% purity)] of 2-bromo-5-bromomethylpyridine from step 4 and 2.7 g (18.1 mmol) of sodium iodide were added. The reaction was stirred at 0° C. for 2 h and then allowed to slowly warm to ambient temperature overn...